This data is from the Open Reaction Database (ORD), a public repository of structured organic reaction records. The task is: describe an organic reaction: reactants, conditions, products, and yield The reactants are [Li+].[Cl-] (LiCl), C(C1=CC=CC=C1)[C@@H]([C@H](C[C@H](CC1=CC=C(C=C1)Br)NC(=O)OCC1=CC=CC=C1)O[Si](C)(C)C(C)(C)C)NC(OC(C)(C)C)=O (tert-butyl(1S,2S,4S)-1-benzyl-4-{[benzyloxycarbonyl]amino}-5-(4-bromophenyl)-2-{[tert-butyl(dimethyl)silyl]oxy}pentylcarbamate), C(CCC)[Sn](C1=CC=CC(=N1)OC)(CCCC)CCCC (methyl 6-(tributylstannyl)-2-pyridinyl ether). The reagents and catalysts are Cl[Pd]([P](C1=CC=CC=C1)(C2=CC=CC=C2)C3=CC=CC=C3)([P](C4=CC=CC=C4)(C5=CC=CC=C5)C6=CC=CC=C6)Cl (dichlorobis(triphenylphosphine)palladium(II)). The solvent is CN(C)C=O (DMF). The product is C(C)(C)(C)OC(=O)N[C@H]([C@H](C[C@H](CC1=CC=C(C=C1)C1=NC(=CC=C1)OC)NC(OCC1=CC=CC=C1)=O)O[Si](C)(C)C(C)(C)C)CC1=CC=CC=C1 (benzyl(1S,3S,4S)-4-[(tert-butoxycarbonyl)amino]-3-{[tert-butyl(dimethyl)silyl]oxy}-1-[4-(6-methoxy-2-pyridinyl)benzyl]-5-phenylpentylcarbamate). RXN SMILES: [CH2:1]([C@H:8]([NH:39][C:40](=[O:46])[O:41][C:42]([CH3:45])([CH3:44])[CH3:43])[C@@H:9]([O:31][Si:32]([C:35]([CH3:38])([CH3:37])[CH3:36])([CH3:34])[CH3:33])[CH2:10][C@@H:11]([NH:20][C:21]([O:23][CH2:24][C:25]1[CH:30]=[CH:29][CH:28]=[CH:27][CH:26]=1)=[O:22])[CH2:12][C:13]1[CH:18]=[CH:17][C:16](Br)=[CH:15][CH:14]=1)[C:2]1[CH:7]=[CH:6][CH:5]=[CH:4][CH:3]=1.[Li+].[Cl-].C([Sn](CCCC)(CCCC)[C:54]1[N:59]=[C:58]([O:60][CH3:61])[CH:57]=[CH:56][CH:55]=1)CCC>CN(C=O)C.Cl[Pd](Cl)([P](C1C=CC=CC=1)(C1C=CC=CC=1)C1C=CC=CC=1)[P](C1C=CC=CC=1)(C1C=CC=CC=1)C1C=CC=CC=1>[C:42]([O:41][C:40]([NH:39][C@@H:8]([CH2:1][C:2]1[CH:7]=[CH:6][CH:5]=[CH:4][CH:3]=1)[C@@H:9]([O:31][Si:32]([C:35]([CH3:38])([CH3:37])[CH3:36])([CH3:33])[CH3:34])[CH2:10][C@@H:11]([NH:20][C:21](=[O:22])[O:23][CH2:24][C:25]1[CH:26]=[CH:27][CH:28]=[CH:29][CH:30]=1)[CH2:12][C:13]1[CH:14]=[CH:15][C:16]([C:54]2[CH:55]=[CH:56][CH:57]=[C:58]([O:60][CH3:61])[N:59]=2)=[CH:17][CH:18]=1)=[O:46])([CH3:43])([CH3:44])[CH3:45] |f:1.2,^1:77,96|. Reported procedure: A solution containing the product from Example 92D (0.20 g, 0.28 mmol) in DMF (3 mL) was treated with LiCl (0.119 g, 2.8 mmol), dichlorobis(triphenylphosphine)palladium(II) (0.060 g, 0.085 mmol), and the product from Example 113A (0.336 g, 0.84 mmol), heated at 100° C. for 16 hours, cooled, filtered through celite®, and partitioned between ethyl acetate and water. The organic phase was washed with brine and dried over MgSO4, filtered and concentrated to give the title compound. Reactants: [N+](=O)([O-])C1=CC=C(C=CC2=CC=C(C=C2)C=2OC(=NN2)C2=CC=C(C=C2)C=CC2=CC=C(C=C2)[N+](=O)[O-])C=C1 (2,5-bis[4-(p-nitrostyryl)phenyl]-1,3,4-oxadiazole), CN(C=O)C (N,N-dimethyl formamide), Cl (hydrochloric acid), aqueous solution, C([O-])([O-])=O.[Na+].[Na+] (sodium carbonate), Cl (hydrochloric acid). Reagents/catalysts: [Fe] (iron). Solvent: O (water). Run at time 1 hour. Product: NC1=CC=C(C=CC2=CC=C(C=C2)C=2OC(=NN2)C2=CC=C(C=C2)C=CC2=CC=C(C=C2)N)C=C1 (2,5-bis[4-(p-aminostyryl)phenyl]-1,3,4-oxadiazole). Isolated yield 94.3%. Reaction SMILES: [N+:1]([C:4]1[CH:39]=[CH:38][C:7]([CH:8]=[CH:9][C:10]2[CH:15]=[CH:14][C:13]([C:16]3[O:17][C:18]([C:21]4[CH:26]=[CH:25][C:24]([CH:27]=[CH:28][C:29]5[CH:34]=[CH:33][C:32]([N+:35]([O-])=O)=[CH:31][CH:30]=5)=[CH:23][CH:22]=4)=[N:19][N:20]=3)=[CH:12][CH:11]=2)=[CH:6][CH:5]=1)([O-])=O.CN(C)C=O.Cl.C(=O)([O-])[O-].[Na+].[Na+]>[Fe].O>[NH2:35][C:32]1[CH:31]=[CH:30][C:29]([CH:28]=[CH:27][C:24]2[CH:23]=[CH:22][C:21]([C:18]3[O:17][C:16]([C:13]4[CH:14]=[CH:15][C:10]([CH:9]=[CH:8][C:7]5[CH:38]=[CH:39][C:4]([NH2:1])=[CH:5][CH:6]=5)=[CH:11][CH:12]=4)=[N:20][N:19]=3)=[CH:26][CH:25]=2)=[CH:34][CH:33]=1 |f:3.4.5|. Procedure details: After mixing 6.0 g of 2,5-bis[4-(p-nitrostyryl)phenyl]-1,3,4-oxadiazole, 12.0 g of iron powder and 200 g of N,N-dimethyl formamide together, by adding dilute hydrochloric acid prepared by employing 5 ml of undiluted hydrochloric acid and 17 ml of water to the resulting mixture and intensely stirring it, reaction was effected at a temperature of 90° to 100° C. for one hour. After completing the reaction, by adding a 5% aqueous solution of sodium carbonate while heating as above, the pH value of t... Starting materials: CCOC(=O)CCc1cc(-c2ccc(C(F)(F)F)cc2)oc1CC, CO, [Na+], C1CCOC1, [OH-]. The product is CCc1oc(-c2ccc(C(F)(F)F)cc2)cc1CCC(=O)O. RXN SMILES: [CH2:1]([CH3:2])[c:3]1[o:4][c:5](-[c:15]2[cH:16][cH:17][c:18]([C:21]([F:22])([F:23])[F:24])[cH:19][cH:20]2)[cH:6][c:7]1[CH2:8][CH2:9][C:10](=[O:11])[O:12][CH2:13][CH3:14].[CH3:27][OH:28].[Na+:26].[O:29]1[CH2:30][CH2:31][CH2:32][CH2:33]1.[OH-:25]>>[CH2:1]([CH3:2])[c:3]1[o:4][c:5](-[c:15]2[cH:16][cH:17][c:18]([C:21]([F:22])([F:23])[F:24])[cH:19][cH:20]2)[cH:6][c:7]1[CH2:8][CH2:9][C:10](=[O:11])[OH:12]. Starting materials: FC1=CC=C(C=C1)C1=C(N=CO1)C1=CC=NC=C1 (4-[5-(4-fluoro-phenyl)-oxazol-4-yl]-pyridine), C[Si](C)(C)[N-][Si](C)(C)C.[Li+] (lithium bis(trimethylsilyl)amide), C(C)OCC (diethyl ether), C(=O)N1CCOCC1 (N-formylmorpholine). Solvent: O1CCCC1 (tetrahydrofuran), O1CCCC1 (tetrahydrofuran). Conditions: time 16 hour. Yields the product C(=O)C=1OC(=C(N1)C1=CC=NC=C1)C1=CC=C(C=C1)F (4-[2-Formyl-5-(4-fluoro-phenyl)-oxazol-4-yl]-pyridine). Reaction SMILES: [F:1][C:2]1[CH:7]=[CH:6][C:5]([C:8]2[O:12][CH:11]=[N:10][C:9]=2[C:13]2[CH:18]=[CH:17][N:16]=[CH:15][CH:14]=2)=[CH:4][CH:3]=1.C[Si]([N-][Si](C)(C)C)(C)C.[Li+].[CH:29](N1CCOCC1)=[O:30].C(OCC)C>O1CCCC1>[CH:29]([C:11]1[O:12][C:8]([C:5]2[CH:4]=[CH:3][C:2]([F:1])=[CH:7][CH:6]=2)=[C:9]([C:13]2[CH:18]=[CH:17][N:16]=[CH:15][CH:14]=2)[N:10]=1)=[O:30] |f:1.2|. Procedure details: A stirred solution of 4-[5-(4-fluoro-phenyl)-oxazol-4-yl]-pyridine (1.5 g, Reference Example 6) in dry tetrahydrofuran (50 ml), under an inert atmosphere and at −10° C., was treated with a solution of lithium bis(trimethylsilyl)amide in tetrahydrofuran (12.5 ml, 1M). After 0.5 hour the mixture was treated with N-formylmorpholine (1.5 ml). This mixture was stirred at room temperature for 16 hours then treated with diethyl ether (50 ml) and then filtered. The solid was suspended in 10% aqueous amm... Reactants: Cl (hydrochloric acid), C(C=C)(=O)OCC (ethyl acrylate), N(=O)[O-].[Na+] (Sodium nitrite), NC=1C(=CC(=C(C1)N1C=2N(C(=CC1=O)C(F)(F)F)C=CN2)F)Cl (8-(5-amino-4-chloro-2-fluorophenyl)-7,8-dihydro-5-trifluoromethylimidazo[1,2-a]pyrimidin-7-one). Reagents/catalysts: [Cu]Cl (copper(I) chloride). Solvent: O (water), O (water), CC(=O)C (acetone). Conditions: time 3 hour. Product: ClC1=CC(=C(C=C1CCC(=O)OC(C)Cl)N1C=2N(C(=CC1=O)C(F)(F)F)C=CN2)F (8-(4-chloro-5-(2-chloro-2-ethoxycarbonyl)ethyl-2-fluorophenyl)-7,8-dihydro-5-trifluoromethylimidazo[1,2-a]pyrimidin-7-one). Reaction SMILES: N[C:2]1[C:3]([Cl:23])=[CH:4][C:5]([F:22])=[C:6]([N:8]2[C:13](=[O:14])[CH:12]=[C:11]([C:15]([F:18])([F:17])[F:16])[N:10]3[CH:19]=[CH:20][N:21]=[C:9]23)[CH:7]=1.[ClH:24].[C:25]([O:29][CH2:30][CH3:31])(=[O:28])[CH:26]=[CH2:27].N([O-])=O.[Na+]>O.[Cu]Cl.CC(C)=O>[Cl:23][C:3]1[C:2]([CH2:27][CH2:26][C:25]([O:29][CH:30]([Cl:24])[CH3:31])=[O:28])=[CH:7][C:6]([N:8]2[C:13](=[O:14])[CH:12]=[C:11]([C:15]([F:16])([F:17])[F:18])[N:10]3[CH:19]=[CH:20][N:21]=[C:9]23)=[C:5]([F:22])[CH:4]=1 |f:3.4|. Procedure details: To a mixture of 8-(5-amino-4-chloro-2-fluorophenyl)-7,8-dihydro-5-trifluoromethylimidazo[1,2-a]pyrimidin-7-one (1.5 g), copper(I) chloride (0.06 g) and acetone (30 ml) was added concentrated hydrochloric acid (1.13 g) and ethyl acrylate (5.0 g) under ice-cooled condition. Sodium nitrite (0.38 g) dissolved in water was added slowly under ice-cooled condition to the mixture, which was then stirred for 3 hours at room temperature. The reaction solution was poured into water and extracted with ethyl... Reactants: COC(=O)C1C(C2=CC(=CC=C2C1)OC)=O (6-Methoxy-1-oxo-indan-2-carboxylic acid methyl ester), C(C)(=O)O (acetic acid), Cl(=O)(=O)(=O)O (perchloric acid). The reagents and catalysts are [Pd] (Pd—C). Run in C(C)(=O)OCC (Ethyl acetate). Reaction conditions: time 12 hour. The product is COC(=O)C1CC2=CC=C(C=C2C1)OC (5-Methoxy-indan-2-carboxylic acid methyl ester). Yield: 64.6%. Reaction SMILES: [CH3:1][O:2][C:3]([CH:5]1[CH2:13][C:12]2[C:7](=[CH:8][C:9]([O:14][CH3:15])=[CH:10][CH:11]=2)[C:6]1=O)=[O:4].C(O)(=O)C.Cl(O)(=O)(=O)=O>[Pd].C(OCC)(=O)C>[CH3:1][O:2][C:3]([CH:5]1[CH2:6][C:7]2[C:12](=[CH:11][CH:10]=[C:9]([O:14][CH3:15])[CH:8]=2)[CH2:13]1)=[O:4]. Procedure: Combine in a Parr shaker 6-Methoxy-1-oxo-indan-2-carboxylic acid methyl ester (3.14 g, 14.25 mmol), added acetic acid (150 mL), perchloric acid (0.8 mL) and 5% Pd—C (0.14 mmol). After the reaction has been on the parr shaker under 40 atm of H2 pressure at room temperature for 12 hours, filter the reaction mixture through a pad of Celite using ethyl acetate eluent. Then add the filtrate to a separatory funnel and wash with water then brine, and dry the organic layer over Na2SO4. After concentrati... Reactants: CO (Methanol), O1[C@@H](C1)CN(S(=O)(=O)C1=CC=CC=C1)C[C@H]1OC1 (N,N-bis(2(R)-oxiranylmethyl)benzenesulfonamide), C(C1=CC=CC=C1)N (benzylamine). The solvent is ClC1=CC=CC=C1 (chlorobenzene). Conditions: temperature 65 celsius. The product is C(C1=CC=CC=C1)N1C[C@@H](CN(C[C@H](C1)O)S(=O)(=O)C1=CC=CC=C1)O (5-Benzyl-3(S),7(S)-dihydroxy-1-phenylsulfonyl-1,5-diazacyclooctane). RXN SMILES: CO.[O:3]1[CH2:5][C@H:4]1[CH2:6][N:7]([CH2:17][C@@H:18]1[CH2:20][O:19]1)[S:8]([C:11]1[CH:16]=[CH:15][CH:14]=[CH:13][CH:12]=1)(=[O:10])=[O:9].[CH2:21]([NH2:28])[C:22]1[CH:27]=[CH:26][CH:25]=[CH:24][CH:23]=1>ClC1C=CC=CC=1>[CH2:21]([N:28]1[CH2:5][C@H:4]([OH:3])[CH2:6][N:7]([S:8]([C:11]2[CH:16]=[CH:15][CH:14]=[CH:13][CH:12]=2)(=[O:10])=[O:9])[CH2:17][C@@H:18]([OH:19])[CH2:20]1)[C:22]1[CH:27]=[CH:26][CH:25]=[CH:24][CH:23]=1. Reported procedure: Methanol (2494 kg, 18 rel. vol.—either fresh or recycled) was charged to a reaction vessel and heated to reflux temperature (approx. 65° C.). Simultaneously, and over approximately 6 hours were charged the chlorobenzene solution (containing chirally enriched N,N-bis(2(R)-oxiranylmethyl)benzenesulfonamide) from step (i), Alternative 2 above and benzylamine (109 kg, 0.91 eq.). The batch was maintained at reflux throughout the addition. The reaction was stirred at approximately 65° C. (reflux tempe...